Dataset: the Open Reaction Database (ORD), a public repository of structured organic reaction records. Task: describe an organic reaction: reactants, conditions, products, and yield Reactants: OC1=CC(OC(C1)(CCC1=CC=C(C=C1)O)CCC1=CC=C(C=C1)O)=O (4-hydroxy-6,6-bis-[2-(4-hydroxy-phenyl)-ethyl]-5,6-dihydro-pyran-2-one), NC1=CC(=C(C=C1C)SS(=O)(=O)C1=CC=C(C=C1)C)C(C)(C)C (toluene-4-thiosulfonic acid S-(4-amino-2-tert-butyl-5-methyl-phenyl) ester), C(=O)([O-])[O-].[K+].[K+] (K2CO3). Run in CN(C)C=O (DMF). Reaction conditions: time 18 hour. The product is NC1=CC(=C(C=C1C)SC=1C(OC(CC1O)(CCC1=CC=C(C=C1)O)CCC1=CC=C(C=C1)O)=O)C(C)(C)C (3-(4-Amino-2-tert-butyl-5-methyl-phenylsulfanyl)-4-hydroxy-6,6-bis[2-(4-hydroxy-phenyl)ethyl]-5,6-dihydro-pyran-2-one). Reaction SMILES: [OH:1][C:2]1[CH2:7][C:6]([CH2:17][CH2:18][C:19]2[CH:24]=[CH:23][C:22]([OH:25])=[CH:21][CH:20]=2)([CH2:8][CH2:9][C:10]2[CH:15]=[CH:14][C:13]([OH:16])=[CH:12][CH:11]=2)[O:5][C:4](=[O:26])[CH:3]=1.[NH2:27][C:28]1[C:33]([CH3:34])=[CH:32][C:31]([S:35]S(C2C=CC(C)=CC=2)(=O)=O)=[C:30]([C:46]([CH3:49])([CH3:48])[CH3:47])[CH:29]=1.C([O-])([O-])=O.[K+].[K+]>CN(C=O)C>[NH2:27][C:28]1[C:33]([CH3:34])=[CH:32][C:31]([S:35][C:3]2[C:4](=[O:26])[O:5][C:6]([CH2:17][CH2:18][C:19]3[CH:20]=[CH:21][C:22]([OH:25])=[CH:23][CH:24]=3)([CH2:8][CH2:9][C:10]3[CH:11]=[CH:12][C:13]([OH:16])=[CH:14][CH:15]=3)[CH2:7][C:2]=2[OH:1])=[C:30]([C:46]([CH3:49])([CH3:48])[CH3:47])[CH:29]=1 |f:2.3.4|. Procedure details: The compound was synthesized following General Method 9 using 118 mg (0.33 mmol) of 4-hydroxy-6,6-bis-[2-(4-hydroxy-phenyl)-ethyl]-5,6-dihydro-pyran-2-one (prepared in Example PP), 150 mg (0.33 mmol) of toluene-4-thiosulfonic acid S-(4-amino-2-tert-butyl-5-methyl-phenyl) ester (prepared in Example HHHH), 184 mg (1.32 mmol) of K2CO3 and 2 mL of DMF. The reaction was worked up by partitioning between EtOAc and H2O. The organic layer was separated and concentrated, then triturated with Et2O. The re...